Task: describe an organic reaction: reactants, conditions, products, and yield. Dataset: the Open Reaction Database (ORD), a public repository of structured organic reaction records Starting materials: O=C(CBr)OCc1ccccc1, CC(C)(C)OC(=O)NCCN, CC#N, CCN(C(C)C)C(C)C. The product is CC(C)(C)OC(=O)NCCNCC(=O)OCc1ccccc1. RXN SMILES: [Br:12][CH2:13][C:14](=[O:15])[O:16][CH2:17][c:18]1[cH:19][cH:20][cH:21][cH:22][cH:23]1.[C:1]([CH3:2])([CH3:3])([CH3:4])[O:5][C:6](=[O:7])[NH:8][CH2:9][CH2:10][NH2:11].[CH3:33][C:34]#[N:35].[CH:24]([N:25]([CH2:26][CH3:27])[CH:28]([CH3:29])[CH3:30])([CH3:31])[CH3:32]>>[C:1]([CH3:2])([CH3:3])([CH3:4])[O:5][C:6](=[O:7])[NH:8][CH2:9][CH2:10][NH:11][CH2:13][C:14](=[O:15])[O:16][CH2:17][c:18]1[cH:19][cH:20][cH:21][cH:22][cH:23]1. The reactants are ClC=1C=C(C(=O)OO)C=CC1 (m-chloroperoxybenzoic acid), C(=O)(O)C/C=C/C1=NC(=CC=C1OCCCCCCCCCCCC)C (2-(E-2-Carboxymethylethenyl)-3-dodecyloxy-6-methylpyridine), C(=O)(O)[O-].[Na+] (NaHCO3). The solvent is C(Cl)Cl (CH2Cl2). Conditions: time 16 hour. The product is C(=O)(O)CC=CC1=[N+](C(=CC=C1OCCCCCCCCCCCC)C)[O-] (2-(-2-Carboxymethylethenyl)-3-dodecyloxy-6-methylpyridine N-oxide). As a reaction SMILES: [C:1]([CH2:4]/[CH:5]=[CH:6]/[C:7]1[C:12]([O:13][CH2:14][CH2:15][CH2:16][CH2:17][CH2:18][CH2:19][CH2:20][CH2:21][CH2:22][CH2:23][CH2:24][CH3:25])=[CH:11][CH:10]=[C:9]([CH3:26])[N:8]=1)([OH:3])=[O:2].ClC1C=C(C=CC=1)C(OO)=[O:32].C([O-])(O)=O.[Na+]>C(Cl)Cl>[C:1]([CH2:4][CH:5]=[CH:6][C:7]1[C:12]([O:13][CH2:14][CH2:15][CH2:16][CH2:17][CH2:18][CH2:19][CH2:20][CH2:21][CH2:22][CH2:23][CH2:24][CH3:25])=[CH:11][CH:10]=[C:9]([CH3:26])[N+:8]=1[O-:32])([OH:3])=[O:2] |f:2.3|. Reported procedure: 2-(E-2-Carboxymethylethenyl)-3-dodecyloxy-6-methylpyridine (2.15 g, 5.95 mmol) was dissolved in dry CH2Cl2 (20 mL) and cooled to 0∞C; 85% m-chloroperoxybenzoic acid (1.45 g, 7.14 mmol) was added and the reaction was stirred at 0∞C for 30 minutes and at room temperature for 16 hours. The reaction solution was poured into sainted aqueous NaHCO3 (20 mL). The aqueous phase was extracted with CH2Cl2 (3×20 mL) and the combined CH2Cl2 extracts were washed with H2O (20 mL) and brine and dried (MgSO4). T...